This data is from the Open Reaction Database (ORD), a public repository of structured organic reaction records. The task is: describe an organic reaction: reactants, conditions, products, and yield Starting materials: CCOC(=O)C=C(C)C=CC1CC1(C)c1cc(-c2ccc(OC)cc2)c2c(c1)C(C)(C)CO2, CCO, CC#N, [Na+], [OH-], O. The product is COc1ccc(-c2cc(C3(C)CC3C=CC(C)=CC(=O)O)cc3c2OCC3(C)C)cc1. As a reaction SMILES: [CH2:1]([CH3:2])[O:3][C:4]([CH:5]=[C:6]([CH3:7])[CH:8]=[CH:9][CH:10]1[C:11]([CH3:13])([c:14]2[cH:15][c:16](-[c:25]3[cH:26][cH:27][c:28]([O:31][CH3:32])[cH:29][cH:30]3)[c:17]3[c:18]([cH:24]2)[C:19]([CH3:22])([CH3:23])[CH2:20][O:21]3)[CH2:12]1)=[O:33].[CH3:34][CH2:35][OH:36].[CH3:40][C:41]#[N:42].[Na+:38].[OH-:37].[OH2:39]>>[O:3]=[C:4]([CH:5]=[C:6]([CH3:7])[CH:8]=[CH:9][CH:10]1[C:11]([CH3:13])([c:14]2[cH:15][c:16](-[c:25]3[cH:26][cH:27][c:28]([O:31][CH3:32])[cH:29][cH:30]3)[c:17]3[c:18]([cH:24]2)[C:19]([CH3:22])([CH3:23])[CH2:20][O:21]3)[CH2:12]1)[OH:33]. Starting materials: C(C)(=O)O[BH-](OC(C)=O)OC(C)=O.[Na+] (Sodium triacetoxyborohydride), C(#C)C1=CC=C(C=O)C=C1 (4-ethynylbenzaldehyde), C(C)NCC (Diethylamine), C(C)(=O)O (acetic acid). Solvent: ClCCCl (1,2-dichloroethane). Conditions: time 18 hour. Yields the product C(C)N(CC)CC1=CC=C(C=C1)C#C (N-ethyl-N-(4-ethynylbenzyl)ethanamine). Yield: 63.3%. As a reaction SMILES: C(O[BH-](OC(=O)C)OC(=O)C)(=O)C.[Na+].[C:15]([C:17]1[CH:24]=[CH:23][C:20]([CH:21]=O)=[CH:19][CH:18]=1)#[CH:16].[CH2:25]([NH:27][CH2:28][CH3:29])[CH3:26].C(O)(=O)C>ClCCCl>[CH2:25]([N:27]([CH2:21][C:20]1[CH:23]=[CH:24][C:17]([C:15]#[CH:16])=[CH:18][CH:19]=1)[CH2:28][CH3:29])[CH3:26] |f:0.1|. Procedure details: Sodium triacetoxyborohydride (1.22 g, 5.76 mmol) was added to a solution of 4-ethynylbenzaldehyde (0.50 g, 3.84 mmol) in 1,2-dichloroethane (18.75 mL) at rt. Diethylamine (0.61 mL, 5.76 mmol) and acetic acid (0.12 mL, 1.92 mmol) were then added under N2 atmosphere to the mixture at rt and the reaction was stirred for 18 h. The reaction was quenched with sat. sodium bicarbonate solution (10 mL) and the mixture was stirred for 15 min Dichloromethane (18.75 mL) was then added and the layers were se... The reactants are ClC1=C(C(=NC(=N1)C)NCC1=NC=CC=C1)F (6-Chloro-5-fluoro-2-methyl-N-(2-pyridinylmethyl)-4-pyrimidinamine), O.NN (hydrazine monohydrate). The solvent is CS(=O)C (DMSO). Conditions: time 8 hour. Product: FC=1C(N=C(NC1NCC1=NC=CC=C1)C)=NN (5-fluoro-2-methyl-6-[(2-pyridinylmethyl)amino]-4(1H)-pyrimidinone hydrazone). Yield: 39.0%. As a reaction SMILES: Cl[C:2]1[N:7]=[C:6]([CH3:8])[N:5]=[C:4]([NH:9][CH2:10][C:11]2[CH:16]=[CH:15][CH:14]=[CH:13][N:12]=2)[C:3]=1[F:17].O.[NH2:19][NH2:20]>CS(C)=O>[F:17][C:3]1[C:2](=[N:19][NH2:20])[N:7]=[C:6]([CH3:8])[NH:5][C:4]=1[NH:9][CH2:10][C:11]1[CH:16]=[CH:15][CH:14]=[CH:13][N:12]=1 |f:1.2|. Reported procedure: 6-Chloro-5-fluoro-2-methyl-N-(2-pyridinylmethyl)-4-pyrimidinamine (0.2517 g, 0.999 mmol) was dissolved in 2 mL of DMSO and 1 mL of hydrazine monohydrate. The resulting reaction mixture was stirred overnight. Then the reaction mixture was purified by RP-HPLC to provide 5-fluoro-2-methyl-6-[(2-pyridinylmethyl)amino]-4(1H)-pyrimidinone hydrazone as a beige solid (0.0954 g, 39%). LCMS: (M+H)+=249.3. Reactants: ClC=1C(=NC=C(N1)C)C (3-chloro-2,5-dimethylpyrazine), O.NN (hydrazine hydrate). Reaction conditions: time 24 hour. The product is N(N)C=1C(=NC=C(N1)C)C (3-Hydrazino-2,5-dimethylpyrazine). RXN SMILES: Cl[C:2]1[C:3]([CH3:9])=[N:4][CH:5]=[C:6]([CH3:8])[N:7]=1.O.[NH2:11][NH2:12]>>[NH:11]([C:2]1[C:3]([CH3:9])=[N:4][CH:5]=[C:6]([CH3:8])[N:7]=1)[NH2:12] |f:1.2|. Reported procedure: To 3-chloro-2,5-dimethylpyrazine (26.0 g, 0.182 mol) placed in a round bottom flask was added hydrazine hydrate (75 mL). The reaction mixture was refluxed for 3 h, cooled to ambient temperature, and then kept in a refrigerator for 24 h. The precipitate was collected and washed with hexanes and diethyl ether to afford the title compound as dark colored solid. The compound was used in the next step without further purification. LC/MS 138.9 (M+1); 1H-NMR (500 MHz, CDCl3): δ 2.33 (s, 3H), 2.41 (s, 3... Starting materials: C(C)C=1C(NC(NC1SC1=CC=CC=C1)=O)=O (5-ethyl-6-phenylthio-2,4-pyrimidinedione), C=1(C(=CC=CC1)S(=O)(=O)OCC1CC=CC1)C ((cyclopent-3-en-1yl)methyl toluenesulfonate), C([O-])(O)=O.[Na+] (sodium bicarbonate). Solvent: CN(C=O)C (dimethylformamide). The product is C1(=CCCC1)CN1C(NC(C(=C1SC1=CC=CC=C1)CC)=O)=O (1-[(Cyclopent-1-en-1-yl)methyl]-5-ethyl-6-phenylthio-2,4-pyrimidinedione). The yield is 34.3%. As a reaction SMILES: [CH2:1]([C:3]1[C:4](=[O:17])[NH:5][C:6](=[O:16])[NH:7][C:8]=1[S:9][C:10]1[CH:15]=[CH:14][CH:13]=[CH:12][CH:11]=1)[CH3:2].C1(C)C(S(O[CH2:28][CH:29]2[CH2:33][CH:32]=[CH:31][CH2:30]2)(=O)=O)=CC=CC=1.C(=O)(O)[O-].[Na+]>CN(C)C=O>[C:29]1([CH2:28][N:7]2[C:8]([S:9][C:10]3[CH:11]=[CH:12][CH:13]=[CH:14][CH:15]=3)=[C:3]([CH2:1][CH3:2])[C:4](=[O:17])[NH:5][C:6]2=[O:16])[CH2:33][CH2:32][CH2:31][CH:30]=1 |f:2.3|. Procedure: A mixture of 5-ethyl-6-phenylthio-2,4-pyrimidinedione (0.10 g, 0.40 mmol) and (cyclopent-3-en-1yl)methyl toluenesulfonate (0.12 g, 0.40 mmol) in dimethylformamide (10 ml) were heated at 90° C. for overnight in the presence of sodium bicarbonate (41 mg, 0.48 mmol). After the concentration of dimethylformamide under vacuum distillation, the desirable product was obtained as white solid (45 mg) by the separation of column chromatography. Reactants: OBO, N#Cc1ccc(Br)s1, COc1ccccc1, ClCCl, [Na+], [Na+], O=C([O-])[O-], C1COCCO1, O, [Pd], c1ccc(P(c2ccccc2)c2ccccc2)cc1, c1ccc(P(c2ccccc2)c2ccccc2)cc1, c1ccc(P(c2ccccc2)c2ccccc2)cc1, c1ccc(P(c2ccccc2)c2ccccc2)cc1. Yields the product COc1ccccc1-c1ccc(C#N)s1. As a reaction SMILES: [BH:9]([OH:10])[OH:11].[Br:1][c:2]1[cH:3][cH:4][c:5]([C:7]#[N:8])[s:6]1.[CH3:12][O:13][c:14]1[cH:15][cH:16][cH:17][cH:18][cH:19]1.[Cl:26][CH2:27][Cl:28].[Na+:20].[Na+:21].[O-:22][C:23](=[O:24])[O-:25].[O:29]1[CH2:30][CH2:31][O:32][CH2:33][CH2:34]1.[OH2:112].[Pd:35].[c:36]1([P:37]([c:38]2[cH:39][cH:40][cH:41][cH:42][cH:43]2)[c:44]2[cH:45][cH:46][cH:47][cH:48][cH:49]2)[cH:50][cH:51][cH:52][cH:53][cH:54]1.[c:55]1([P:56]([c:57]2[cH:58][cH:59][cH:60][cH:61][cH:62]2)[c:63]2[cH:64][cH:65][cH:66][cH:67][cH:68]2)[cH:69][cH:70][cH:71][cH:72][cH:73]1.[c:74]1([P:75]([c:76]2[cH:77][cH:78][cH:79][cH:80][cH:81]2)[c:82]2[cH:83][cH:84][cH:85][cH:86][cH:87]2)[cH:88][cH:89][cH:90][cH:91][cH:92]1.[c:93]1([P:94]([c:95]2[cH:96][cH:97][cH:98][cH:99][cH:100]2)[c:101]2[cH:102][cH:103][cH:104][cH:105][cH:106]2)[cH:107][cH:108][cH:109][cH:110][cH:111]1>>[c:2]1(-[c:15]2[c:14]([O:13][CH3:12])[cH:19][cH:18][cH:17][cH:16]2)[cH:3][cH:4][c:5]([C:7]#[N:8])[s:6]1. Starting materials: CC(C)(C)[O-], CN1CCCC1=O, CC1(C)CC(=O)Nc2nc(F)ccc21, [Na+], O, OCCCCN1CCN(c2cccc3ccccc23)CC1. Product: CC1(C)CC(=O)Nc2nc(OCCCCN3CCN(c4cccc5ccccc45)CC3)ccc21. RXN SMILES: [CH3:36][C:37]([CH3:38])([O-:39])[CH3:40].[CH3:42][N:43]1[CH2:44][CH2:45][CH2:46][C:47]1=[O:48].[F:1][c:2]1[cH:3][cH:4][c:5]2[c:10]([n:11]1)[NH:9][C:8](=[O:12])[CH2:7][C:6]2([CH3:13])[CH3:14].[Na+:41].[OH2:49].[c:15]1([N:25]2[CH2:26][CH2:27][N:28]([CH2:31][CH2:32][CH2:33][CH2:34][OH:35])[CH2:29][CH2:30]2)[cH:16][cH:17][cH:18][c:19]2[cH:20][cH:21][cH:22][cH:23][c:24]12>>[c:2]1([O:35][CH2:34][CH2:33][CH2:32][CH2:31][N:28]2[CH2:27][CH2:26][N:25]([c:15]3[cH:16][cH:17][cH:18][c:19]4[cH:20][cH:21][cH:22][cH:23][c:24]34)[CH2:30][CH2:29]2)[cH:3][cH:4][c:5]2[c:10]([n:11]1)[NH:9][C:8](=[O:12])[CH2:7][C:6]2([CH3:13])[CH3:14].